Dataset: the Open Reaction Database (ORD), a public repository of structured organic reaction records. Task: describe an organic reaction: reactants, conditions, products, and yield Reactants: C(C)(C)C1=CC=C(OC(C(=O)OCC)CC2=CC=C(C=C2)OCCNC(=O)C=2C=CC(=NC2)C2=CC=C(C=C2)OC)C=C1 (ethyl 2-(4-isopropylphenoxy)-3-[4-[2-[2-(4-methoxyphenyl)pyridine-5-carbonylamino]ethoxy]phenyl]propionate), product, [OH-].[Na+] (sodium hydroxide). Yields the product C(C)(C)C1=CC=C(OC(C(=O)O)CC2=CC=C(C=C2)OCCNC(=O)C=2C=CC(=NC2)C2=CC=C(C=C2)OC)C=C1 (2-(4-Isopropylphenoxy)-3-[4-[2-[2-(4-methoxyphenyl)pyridine-5-carbonylamino]ethoxy]phenyl]propionic acid). Yield: 94.6%. As a reaction SMILES: [CH:1]([C:4]1[CH:43]=[CH:42][C:7]([O:8][CH:9]([CH2:15][C:16]2[CH:21]=[CH:20][C:19]([O:22][CH2:23][CH2:24][NH:25][C:26]([C:28]3[CH:29]=[CH:30][C:31]([C:34]4[CH:39]=[CH:38][C:37]([O:40][CH3:41])=[CH:36][CH:35]=4)=[N:32][CH:33]=3)=[O:27])=[CH:18][CH:17]=2)[C:10]([O:12]CC)=[O:11])=[CH:6][CH:5]=1)([CH3:3])[CH3:2].[OH-].[Na+]>>[CH:1]([C:4]1[CH:5]=[CH:6][C:7]([O:8][CH:9]([CH2:15][C:16]2[CH:17]=[CH:18][C:19]([O:22][CH2:23][CH2:24][NH:25][C:26]([C:28]3[CH:29]=[CH:30][C:31]([C:34]4[CH:35]=[CH:36][C:37]([O:40][CH3:41])=[CH:38][CH:39]=4)=[N:32][CH:33]=3)=[O:27])=[CH:20][CH:21]=2)[C:10]([OH:12])=[O:11])=[CH:42][CH:43]=1)([CH3:3])[CH3:2] |f:1.2|. Procedure details: In a similar manner to that described in Example 2, ethyl 2-(4-isopropylphenoxy)-3-[4-[2-[2-(4-methoxyphenyl)pyridine-5-carbonylamino]ethoxy]phenyl]propionate (170 mg), which is the product of Example 98, was reacted with aqueous sodium hydroxide solution (1N, 0.58 ml) and the reaction mixture was treated to give the title compound (153 mg) as colorless crystals. Reactants: FC(SC1=CC=C(CN)C=C1)(F)F (4-(trifluromethylthio)benzylamine), C(C1=CC=CC=C1)(=O)Cl (benzoyl chloride), C([O-])(O)=O.[Na+] (sodium bicarbonate). Yields the product FC(SC1=CC=C(CNC(C2=CC=CC=C2)=O)C=C1)(F)F (N-(4-trifluoromethylthiobenzyl)benzamide). Solvent: C(Cl)Cl (DCM), C(C)(=O)OCC (ethyl acetate). Reported procedure: A mixture of 4-(trifluromethylthio)benzylamine (250 mg, 1.21 mmol), benzoyl chloride (178 mg, 1.27 mmol) and sodium bicarbonate (508 mg, 6.05 mmol) in DCM (15 mL) was stirred at rt until the reaction completed. The reaction was diluted with ethyl acetate, washed with brine and dried to give 372 mg (99%) of N-(4-trifluoromethylthiobenzyl)benzamide as a white solid. 1HNMR (360 MHz, DMSO-d6) δ 9.07 (m, 1H, NH), 7.88-7.90 (m, 2H), 7.66-7.68 (d, J=8.7 Hz, 2H), 7.45-7.56 (m, 5H), 4.53 (d, J=6.1 Hz, NC... The yield is 98.8%. RXN SMILES: [F:1][C:2]([F:13])([F:12])[S:3][C:4]1[CH:11]=[CH:10][C:7]([CH2:8][NH2:9])=[CH:6][CH:5]=1.[C:14](Cl)(=[O:21])[C:15]1[CH:20]=[CH:19][CH:18]=[CH:17][CH:16]=1.C(=O)(O)[O-].[Na+]>C(Cl)Cl.C(OCC)(=O)C>[F:13][C:2]([F:12])([F:1])[S:3][C:4]1[CH:11]=[CH:10][C:7]([CH2:8][NH:9][C:14](=[O:21])[C:15]2[CH:20]=[CH:19][CH:18]=[CH:17][CH:16]=2)=[CH:6][CH:5]=1 |f:2.3|. Reactants: C(C)OC(=O)C1(CC1)C1=CC=C(C=C1)C1=CC=C(C=C1)C1=C(C(=NO1)C)NC1=CC(=CC=C1)Br (1-{4′-[4-(3-bromo-phenylamino)-3-methyl-isoxazol-5-yl]-biphenyl-4-yl}-cyclopropanecarboxylic acid ethyl ester), COC=1C=C(C=NC1)B(O)O (5-methoxypyridine-3-boronic acid). Yields the product C(C)OC(=O)C1(CC1)C1=CC=C(C=C1)C1=CC=C(C=C1)C1=C(C(=NO1)C)NC1=CC(=CC=C1)C=1C=NC=C(C1)OC (1-(4′-{4-[3-(5-Methoxy-pyridin-3-yl)-phenylamino]-3-methyl-isoxazol-5-yl}-biphenyl-4-yl)-cyclopropanecarboxylic acid ethyl ester). Reaction SMILES: [CH2:1]([O:3][C:4]([C:6]1([C:9]2[CH:14]=[CH:13][C:12]([C:15]3[CH:20]=[CH:19][C:18]([C:21]4[O:25][N:24]=[C:23]([CH3:26])[C:22]=4[NH:27][C:28]4[CH:33]=[CH:32][CH:31]=[C:30](Br)[CH:29]=4)=[CH:17][CH:16]=3)=[CH:11][CH:10]=2)[CH2:8][CH2:7]1)=[O:5])[CH3:2].[CH3:35][O:36][C:37]1[CH:38]=[C:39](B(O)O)[CH:40]=[N:41][CH:42]=1>>[CH2:1]([O:3][C:4]([C:6]1([C:9]2[CH:14]=[CH:13][C:12]([C:15]3[CH:20]=[CH:19][C:18]([C:21]4[O:25][N:24]=[C:23]([CH3:26])[C:22]=4[NH:27][C:28]4[CH:33]=[CH:32][CH:31]=[C:30]([C:39]5[CH:40]=[N:41][CH:42]=[C:37]([O:36][CH3:35])[CH:38]=5)[CH:29]=4)=[CH:17][CH:16]=3)=[CH:11][CH:10]=2)[CH2:8][CH2:7]1)=[O:5])[CH3:2]. Procedure details: Prepared according to the procedure described in Example 1, Step 10, using 1-{4′-[4-(3-bromo-phenylamino)-3-methyl-isoxazol-5-yl]-biphenyl-4-yl}-cyclopropanecarboxylic acid ethyl ester and 5-methoxypyridine-3-boronic acid. Reactants: COC(=O)C(N)CC(C)C, CO, ClC(Cl)Cl, Cl, CC(NC(=O)Cc1cccc([N+](=O)[O-])c1)C(=O)O. Yields the product COC(=O)C(CC(C)C)NC(=O)C(C)NC(=O)Cc1cccc([N+](=O)[O-])c1. As a reaction SMILES: [CH3:20][O:21][C:22]([CH:23]([NH2:24])[CH2:25][CH:26]([CH3:27])[CH3:28])=[O:29].[CH3:34][OH:35].[Cl:30][CH:31]([Cl:32])[Cl:33].[ClH:19].[N+:1](=[O:2])([O-:3])[c:4]1[cH:5][c:6]([CH2:10][C:11](=[O:12])[NH:13][CH:14]([CH3:15])[C:16](=[O:17])[OH:18])[cH:7][cH:8][cH:9]1>>[N+:1](=[O:2])([O-:3])[c:4]1[cH:5][c:6]([CH2:10][C:11](=[O:12])[NH:13][CH:14]([CH3:15])[C:16](=[O:18])[NH:24][CH:23]([C:22]([O:21][CH3:20])=[O:29])[CH2:25][CH:26]([CH3:27])[CH3:28])[cH:7][cH:8][cH:9]1. RXN SMILES: [CH2:1]([CH3:2])[NH:3][C:4](=[O:5])[NH:6][c:7]1[cH:8][cH:9][c:10](-[c:13]2[s:14][c:15]([C:18](=[O:19])[O:20][CH3:21])[cH:16][n:17]2)[cH:11][n:12]1.[CH3:24][OH:25].[Li+:23].[OH-:22]>>[CH2:1]([CH3:2])[NH:3][C:4](=[O:5])[NH:6][c:7]1[cH:8][cH:9][c:10](-[c:13]2[s:14][c:15]([C:18](=[O:19])[OH:20])[cH:16][n:17]2)[cH:11][n:12]1. Yields the product CCNC(=O)Nc1ccc(-c2ncc(C(=O)O)s2)cn1. Starting materials: CCNC(=O)Nc1ccc(-c2ncc(C(=O)OC)s2)cn1, CO, [Li+], [OH-].